This data is from the Open Reaction Database (ORD), a public repository of structured organic reaction records. The task is: describe an organic reaction: reactants, conditions, products, and yield The reactants are CC(=O)Cl, CN(C)c1ccncc1, CCN(C(C)C)C(C)C, ClCCl, O=[N+]([O-])c1cnc2c(ccn2S(=O)(=O)c2ccccc2)c1NC1CCCC(O)C1. Yields the product CC(=O)OC1CCCC(Nc2c([N+](=O)[O-])cnc3c2ccn3S(=O)(=O)c2ccccc2)C1. As a reaction SMILES: [CH3:39][C:40]([Cl:41])=[O:42].[CH3:46][N:47]([CH3:48])[c:49]1[cH:50][cH:51][n:52][cH:53][cH:54]1.[CH:30]([N:31]([CH2:32][CH3:33])[CH:34]([CH3:35])[CH3:36])([CH3:37])[CH3:38].[Cl:43][CH2:44][Cl:45].[c:1]1([S:7](=[O:8])(=[O:9])[n:10]2[cH:11][cH:12][c:13]3[c:14]2[n:15][cH:16][c:17]([N+:27](=[O:28])[O-:29])[c:18]3[NH:19][CH:20]2[CH2:21][CH:22]([OH:26])[CH2:23][CH2:24][CH2:25]2)[cH:2][cH:3][cH:4][cH:5][cH:6]1>>[c:1]1([S:7](=[O:8])(=[O:9])[n:10]2[cH:11][cH:12][c:13]3[c:14]2[n:15][cH:16][c:17]([N+:27](=[O:28])[O-:29])[c:18]3[NH:19][CH:20]2[CH2:21][CH:22]([O:26][C:40]([CH3:39])=[O:42])[CH2:23][CH2:24][CH2:25]2)[cH:2][cH:3][cH:4][cH:5][cH:6]1. The reactants are CC(C)(C)C1=NC2=C(N1)CCCCC2=O (2-(1,1-dimethylethyl)-5,6,7,8-tetrahydrocyclohepta[d]imidazol-4(1H)-one), ClC1=CC=C(CBr)C=C1 (4-chlorobenzyl bromide), C1(=CC=CC=C1)C (toluene), [NH4+].[Cl-] (NH4Cl). The reagents and catalysts are [Br-].C(CCC)[N+](CCCC)(CCCC)CCCC (Tetrabutylammonium bromide). The solvent is [OH-].[Na+] (sodium hydroxide). Run at time 3 hour. Product: ClC1=CC=C(C=C1)CN1C(=NC2=C1C(CCCC2)=O)C(C)(C)C (3-[(4-chlorophenyl)methyl]-2-(1,1-dimethylethyl)-5,6,7,8-tetrahydrocyclohepta[d]imidazol-4(3H)-one). Isolated yield 23.8%. Reaction SMILES: [CH3:1][C:2]([C:5]1[NH:9][C:8]2[CH2:10][CH2:11][CH2:12][CH2:13][C:14](=[O:15])[C:7]=2[N:6]=1)([CH3:4])[CH3:3].[Cl:16][C:17]1[CH:24]=[CH:23][C:20]([CH2:21]Br)=[CH:19][CH:18]=1.C1(C)C=CC=CC=1.[NH4+].[Cl-]>[Br-].C([N+](CCCC)(CCCC)CCCC)CCC.[OH-].[Na+]>[Cl:16][C:17]1[CH:24]=[CH:23][C:20]([CH2:21][N:6]2[C:7]3[C:14](=[O:15])[CH2:13][CH2:12][CH2:11][CH2:10][C:8]=3[N:9]=[C:5]2[C:2]([CH3:1])([CH3:3])[CH3:4])=[CH:19][CH:18]=1 |f:3.4,5.6,7.8|. Reported procedure: Tetrabutylammonium bromide (1.33 g) was added to a stirred mixture of Intermediate 13 (1.7 g), 4-chlorobenzyl bromide (1.86 g) in sodium hydroxide 20% aq. (12 mL) and toluene (6 mL). The RM was stirred at room temp under nitrogen atm for 3 hours. An excess of sat. NH4Cl aq. solution was added and the mixture was extracted with EtOAc (3×30 ml). The organics were combined, dried (hydrophobic frit) and concentrated under vacuum. The residue was purified on silica using a cyclohexane:ethyl acetate 0... The reactants are IC=1N=C(C=2N=C(N([C@H]3[C@H](O)[C@H](O)[C@@H](CO)O3)C2N1)NCCC)N (2-iodo-8-propylaminoadenosine), C=CCCCC (1-hexene). Reaction conditions: time 35 minute. Product: C(=C\CCCC)/C=1N=C(C=2N=C(N([C@H]3[C@H](O)[C@H](O)[C@@H](CO)O3)C2N1)NCCC)N (2-((E)-1-hexenyl)-8-propylaminoadenosine). RXN SMILES: I[C:2]1[N:3]=[C:4]([NH2:24])[C:5]2[N:6]=[C:7]([NH:20][CH2:21][CH2:22][CH3:23])[N:8]([C:18]=2[N:19]=1)[C@@H:9]1[O:17][C@H:14]([CH2:15][OH:16])[C@@H:12]([OH:13])[C@H:10]1[OH:11].[CH2:25]=[CH:26][CH2:27][CH2:28][CH2:29][CH3:30]>>[CH:25](/[C:2]1[N:3]=[C:4]([NH2:24])[C:5]2[N:6]=[C:7]([NH:20][CH2:21][CH2:22][CH3:23])[N:8]([C:18]=2[N:19]=1)[C@@H:9]1[O:17][C@H:14]([CH2:15][OH:16])[C@@H:12]([OH:13])[C@H:10]1[OH:11])=[CH:26]\[CH2:27][CH2:28][CH2:29][CH3:30]. Procedure details: The reaction was performed with 2-iodo-8-propylaminoadenosine (9, 400 mg, 0.89 mmol) and (E)-1-borocatechol)-1-hexene (2.67 mmol). The mixture was purified by column chromatography (10% MeOH in CH2Cl2). Yield 43 mg (0.11 mmol, 12%), mp 170–172÷C; Rƒ 0.41 (10% MeOH in CH2Cl2); 1H NMR (MeOD-d4) δ 6.93–6.82 (m, 1H, ═CHCH2), 6.29 (d, 1H, J=15.48 Hz, ═CH), 6.04 (d, 1H, J=7.65 Hz, H-1′), 4.79–4.74 (m, 1H, H-2′), 4.29–4.26 (m, 1H, H-3′), 4.13–4.12 (m, 1H, H-4′), 3.81 (q, 2H, J=8.24 Hz, H-5′), 3.37–3.32... The product is 3-perchlorylaniline hydrochloride. Solvent: C(C)O (ethanol), Cl (hydrochloric acid). Reaction conditions: time 2 hour. The yield is 68.9%. Reported procedure: To a stirred solution of 268 grams (1.3 moles) of II in 1.5 liters of ethanol and 1.5 liters of concentrated hydrochloric acid, 850 grams (4.5 moles) of stannous chloride was added in portions, the mixture being maintained at 50°-60° by heating. The mixture was held at 60° for 2 hours after the last of the stannous chloride had been added. The resulting mixture was concentrated under reduced pressure (25 torr., 75°-85°), then poured over ice and water and neutralized to a pH of 5-6 with sodium h... Reactants: 1-nitro-3-perchlorylbenzene, stannous chloride, stannous chloride. Reaction SMILES: [N+:1]([C:4]1[CH:9]=[CH:8][CH:7]=[C:6]([Cl:10](=[O:13])(=[O:12])=[O:11])[CH:5]=1)([O-])=O>C(O)C.Cl>[ClH:10].[Cl:10]([C:6]1[CH:5]=[C:4]([CH:9]=[CH:8][CH:7]=1)[NH2:1])(=[O:13])(=[O:12])=[O:11] |f:3.4|. Reactants: CCC(=O)c1cnc2c(OCCSC)cccc2c1Cl, CCc1ccccc1N, CC#N. Yields the product CCC(=O)c1cnc2c(OCCSC)cccc2c1Nc1ccccc1CC. As a reaction SMILES: [C:1]([CH2:2][CH3:3])(=[O:4])[c:5]1[cH:6][n:7][c:8]2[c:9]([O:16][CH2:17][CH2:18][S:19][CH3:20])[cH:10][cH:11][cH:12][c:13]2[c:14]1[Cl:15].[CH2:21]([CH3:22])[c:23]1[c:24]([NH2:25])[cH:26][cH:27][cH:28][cH:29]1.[CH3:30][C:31]#[N:32]>>[C:1]([CH2:2][CH3:3])(=[O:4])[c:5]1[cH:6][n:7][c:8]2[c:9]([O:16][CH2:17][CH2:18][S:19][CH3:20])[cH:10][cH:11][cH:12][c:13]2[c:14]1[NH:25][c:24]1[c:23]([CH2:21][CH3:22])[cH:29][cH:28][cH:27][cH:26]1. The reactants are C(C1=CC=CC=C1)N1N=C(C=C1C1=CC(=C(C(=C1)OC)OC)OC)CCl (1-Benzyl-3-chloromethyl-5-(3,4,5-trimethoxy-phenyl)pyrazole), N1CCNCCC1 (homopiperazine). Yields the product C(C1=CC=CC=C1)N1N=C(C=C1C1=CC(=C(C(=C1)OC)OC)OC)CN1CCN(CCC1)CC1=NN(C(=C1)C1=CC(=C(C(=C1)OC)OC)OC)CC1=CC=CC=C1 (N,N′-bis[[1-Benzyl-5-(3,4,5-trimethoxy-phenyl)pyrazol-3-yl]methyl]homopiperazine). RXN SMILES: [CH2:1]([N:8]1[C:12]([C:13]2[CH:18]=[C:17]([O:19][CH3:20])[C:16]([O:21][CH3:22])=[C:15]([O:23][CH3:24])[CH:14]=2)=[CH:11][C:10]([CH2:25]Cl)=[N:9]1)[C:2]1[CH:7]=[CH:6][CH:5]=[CH:4][CH:3]=1.[NH:27]1[CH2:33][CH2:32][CH2:31][NH:30][CH2:29][CH2:28]1>>[CH2:1]([N:8]1[C:12]([C:13]2[CH:18]=[C:17]([O:19][CH3:20])[C:16]([O:21][CH3:22])=[C:15]([O:23][CH3:24])[CH:14]=2)=[CH:11][C:10]([CH2:25][N:27]2[CH2:33][CH2:32][CH2:31][N:30]([CH2:25][C:10]3[CH:11]=[C:12]([C:13]4[CH:18]=[C:17]([O:19][CH3:20])[C:16]([O:21][CH3:22])=[C:15]([O:23][CH3:24])[CH:14]=4)[N:8]([CH2:1][C:2]4[CH:7]=[CH:6][CH:5]=[CH:4][CH:3]=4)[N:9]=3)[CH2:29][CH2:28]2)=[N:9]1)[C:2]1[CH:7]=[CH:6][CH:5]=[CH:4][CH:3]=1. Reported procedure: 1-Benzyl-3-chloromethyl-5-(3,4,5-trimethoxy-phenyl)pyrazole (559 mg) and homopiperazine (68 mg) were reacted in the same manner in Example 1 to obtain the title compound as a free base.